This data is from the Open Reaction Database (ORD), a public repository of structured organic reaction records. The task is: describe an organic reaction: reactants, conditions, products, and yield Starting materials: O.[PH2](=O)[O-].[Na+] (sodium hypophosphite monohydrate), S(O)(O)(=O)=O (sulfuric acid), C=C (ethylene), [Al+3].C(C)P([O-])(=O)CC.C(C)P([O-])(=O)CC.C(C)P([O-])(=O)CC (diethylphosphinic acid aluminum(III) salt), C=C (ethylene), C=C (ethylene), OO (hydrogen peroxide), C(C)(=O)[O-].[Al+3].C(C)(=O)[O-].C(C)(=O)[O-] (aluminum acetate), steel, OO (hydrogen peroxide). Run in O (water), O (water), O (water). Reaction conditions: temperature 100 celsius. Product: [Al+3].C(C)P([O-])[O-].C(C)P([O-])[O-].C(C)P([O-])[O-].[Al+3] (ethylphosphonous acid aluminum(III) salt). The yield is 92.6%. As a reaction SMILES: O.[PH2:2]([O-:4])=[O:3].[Na+].S(=O)(=O)(O)O.C=C.OO.[C:15]([O-])(=O)[CH3:16].[Al+3:19].[C:20]([O-])(=O)[CH3:21].[C:24]([O-])(=O)[CH3:25].[Al+3].C(P(CC)(=O)[O-])C.C(P(CC)(=O)[O-])C.C(P(CC)(=O)[O-])C>O>[Al+3:19].[CH2:15]([P:2]([O-:4])[O-:3])[CH3:16].[CH2:20]([P:2]([O-:4])[O-:3])[CH3:21].[CH2:24]([P:2]([O-:4])[O-:3])[CH3:25].[Al+3:19] |f:0.1.2,6.7.8.9,10.11.12.13,15.16.17.18.19|. Procedure: 1500 g (14 mol) of sodium hypophosphite monohydrate and 35 g of concentrated sulfuric acid are dissolved in 7.5 kg of water and initially charged in a 16 l steel-enamel jacketed pressure reactor. After heating the reaction mixture to 100° C., a reducing valve set to 6 bar is used to introduce ethylene into the reactor up to saturation. While stirring constantly at an ethylene pressure of 3 bar and a temperature of about 100° C., a solution of 80 g (5 mol %) of hydrogen peroxide (33% by weight) i... Procedure details: The (1S*,2R*)-2-(1-ethyl-1H-pyrazol-5-yl)cyclopentanol prepared in Example 37a was optically resolved with CHIRALPAK AD-H (Daicel Corp.; hexane/ethanol=8:2) to yield the title compound as a colorless oil. Reactants: C(C)N1N=CC=C1[C@@H]1[C@H](CCC1)O ((1S*,2R*)-2-(1-ethyl-1H-pyrazol-5-yl)cyclopentanol). The solvent is CCCCCC.C(C)O (hexane ethanol). RXN SMILES: [CH2:1]([N:3]1[C:7]([C@H:8]2[CH2:12][CH2:11][CH2:10][C@@H:9]2[OH:13])=[CH:6][CH:5]=[N:4]1)[CH3:2]>CCCCCC.C(O)C>[CH2:1]([N:3]1[C:7]([C@@H:8]2[CH2:12][CH2:11][CH2:10][C@H:9]2[OH:13])=[CH:6][CH:5]=[N:4]1)[CH3:2] |f:1.2|. The product is C(C)N1N=CC=C1[C@H]1[C@@H](CCC1)O ((1R,2S)-2-(1-Ethyl-1H-pyrazol-5-yl)cyclopentanol). Reactants: BrC1=C(N)C(=CC(=C1)[N+](=O)[O-])Br (2,6-dibromo-4-nitro-aniline), C(C)(C)O (isopropanol), S(O)(O)(=O)=O (sulfuric acid), N(=O)[O-].[Na+] (NaNO2), 105. Solvent: O (water), O (water), O (water). Yields the product BrC=1C=C(C=C(C1)Br)[N+](=O)[O-] (3,5-dibromo-nitro-benzene). Isolated yield 99.0%. As a reaction SMILES: [Br:1][C:2]1[CH:8]=[C:7]([N+:9]([O-:11])=[O:10])[CH:6]=[C:5]([Br:12])[C:3]=1N.C(O)(C)C.S(=O)(=O)(O)O.N([O-])=O.[Na+]>O>[Br:1][C:2]1[CH:8]=[C:7]([N+:9]([O-:11])=[O:10])[CH:6]=[C:5]([Br:12])[CH:3]=1 |f:3.4|. Procedure: 296 parts of 2,6-dibromo-4-nitro-aniline are introduced into 400 parts of isopropanol and 750 parts of water and 130 parts of concentrated sulfuric acid (98 percent strength by weight) are then added to the mixture. A solution of 105 parts of NaNO2 in 150 parts of water is run in at 70° C. as described in Example 1. The mixture is cooled, 300 parts of water are added and the product is filtered off. 278 parts of 3,5-dibromo-nitro-benzene (99% of theory), of melting point 102°-104° C., are obtain... The reactants are CC(=O)OC(=O)C (Ac2O), CC=1NC(=C(C(C1C(=O)OCC)C1=CC(=CC=C1)N)C(=O)OC)C ((-)-2,6-dimethyl-3-carboethoxy-5-carbomethoxy-4-(3-aminophenyl)-1,4-dihydropyridine). Run in N1=CC=CC=C1 (pyridine). Yields the product CC=1NC(=C(C(C1C(=O)OCC)C1=CC(=CC=C1)NC(C)=O)C(=O)OC)C (2,6-dimethyl-3-carboethoxy-5-carbomethoxy-4-(3-acetylaminophenyl)-1,4-dihydropyridine). RXN SMILES: [CH3:1][C:2](OC(C)=O)=[O:3].[CH3:8][C:9]1[NH:10][C:11]([CH3:31])=[C:12]([C:27]([O:29][CH3:30])=[O:28])[CH:13]([C:20]2[CH:25]=[CH:24][CH:23]=[C:22]([NH2:26])[CH:21]=2)[C:14]=1[C:15]([O:17][CH2:18][CH3:19])=[O:16]>N1C=CC=CC=1>[CH3:8][C:9]1[NH:10][C:11]([CH3:31])=[C:12]([C:27]([O:29][CH3:30])=[O:28])[CH:13]([C:20]2[CH:25]=[CH:24][CH:23]=[C:22]([NH:26][C:2](=[O:3])[CH3:1])[CH:21]=2)[C:14]=1[C:15]([O:17][CH2:18][CH3:19])=[O:16]. Procedure details: Under inert gas atmosphere Ac2O (43 mcl) is added to a stirred solution of (-)-2,6-dimethyl-3-carboethoxy-5-carbomethoxy-4-(3-aminophenyl)-1,4-dihydropyridine (100 mg) in pyridine (ml 1). 90 minutes after dilution with water (ml 50), extraction with AcOEt (3×10 ml) and crystallization from Et2O 70/EtOH 10, give mg 85 of +)-2,6-dimethyl-3-carboethoxy-5-carbomethoxy-4-(3-acetylaminophenyl)-1,4-dihydropyridine m.p. 197°-199° C. [α]D =+0.87°, [α]578 =+2.00°, [α]546 =+1.64° c=2.2 DMF. The reactants are [BH3-]C#N, O=C([O-])O, CO, CC(=O)O, COC(=O)CCCC=CCC1COC(C)OC1C=O, NCc1ccccn1, [Na+], [Na+]. Product: COC(=O)CCCC=CCC1COC(C)OC1CNCc1ccccn1. As a reaction SMILES: [C:28]([BH3-:29])#[N:30].[C:32](=[O:33])([O-:34])[OH:35].[CH3:37][OH:38].[CH3:39][C:40](=[O:41])[OH:42].[CH:1](=[O:2])[CH:3]1[O:4][CH:5]([CH3:19])[O:6][CH2:7][CH:8]1[CH2:9][CH:10]=[CH:11][CH2:12][CH2:13][CH2:14][C:15](=[O:16])[O:17][CH3:18].[NH2:20][CH2:21][c:22]1[n:23][cH:24][cH:25][cH:26][cH:27]1.[Na+:31].[Na+:36]>>[CH2:1]([CH:3]1[O:4][CH:5]([CH3:19])[O:6][CH2:7][CH:8]1[CH2:9][CH:10]=[CH:11][CH2:12][CH2:13][CH2:14][C:15](=[O:16])[O:17][CH3:18])[NH:20][CH2:21][c:22]1[n:23][cH:24][cH:25][cH:26][cH:27]1. Reactants: BrC1=C2C=CNC2=CC=C1 (4-bromoindole), COC1=CC=C(C=C1)B(O)O (4-methoxyphenylboronic acid), [OH-].[Na+] (sodium hydroxide). Reagents/catalysts: [Pd] (Palladium). Solvent: C1CCOC1 (THF), C(C)(=O)OCC (ethyl acetate). Run at temperature 70 celsius, time 16 hour. The product is COC1=CC=C(C=C1)C1=C2C=CNC2=CC=C1 (4-(4-Methoxy-phenyl)-1H-indole). Isolated yield 82.9%. As a reaction SMILES: Br[C:2]1[CH:10]=[CH:9][CH:8]=[C:7]2[C:3]=1[CH:4]=[CH:5][NH:6]2.[CH3:11][O:12][C:13]1[CH:18]=[CH:17][C:16](B(O)O)=[CH:15][CH:14]=1.[OH-].[Na+]>C1COCC1.[Pd].C(OCC)(=O)C>[CH3:11][O:12][C:13]1[CH:18]=[CH:17][C:16]([C:2]2[CH:10]=[CH:9][CH:8]=[C:7]3[C:3]=2[CH:4]=[CH:5][NH:6]3)=[CH:15][CH:14]=1 |f:2.3|. Reported procedure: To a mixture of 4-bromoindole (1.96 g, 10 mmol), and 4-methoxyphenylboronic acid (1.52 g, 10 mmol) in THF (34 mL)) were added Palladium catalyst Pd(PPh3)4 (347 mg, 0.3 mmol) and the freshly prepared sodium hydroxide solution (1.20 g, 30 mmol in 14 mL water). The system was degassed and then charged with nitrogen. The degas procedure was repeated for three times. The mixture was stirred under nitrogen at 70° C. oil bath for 16 hours. TLC showed the completion of the coupling reaction. The mixture...